Dataset: the Open Reaction Database (ORD), a public repository of structured organic reaction records. Task: describe an organic reaction: reactants, conditions, products, and yield Starting materials: Cn1cnnc1S, N#Cc1nccnc1Cl, [H-], [Na+], CN(C)C=O, c1ccccc1. The product is Cn1cnnc1Sc1nccnc1C#N. Reaction SMILES: [CH3:1][n:2]1[c:3]([SH:7])[n:4][n:5][cH:6]1.[Cl:10][c:11]1[c:12]([C:17]#[N:18])[n:13][cH:14][cH:15][n:16]1.[H-:9].[Na+:8].[O:19]=[CH:20][N:21]([CH3:22])[CH3:23].[cH:24]1[cH:25][cH:26][cH:27][cH:28][cH:29]1>>[CH3:1][n:2]1[c:3]([S:7][c:11]2[c:12]([C:17]#[N:18])[n:13][cH:14][cH:15][n:16]2)[n:4][n:5][cH:6]1. Reactants: COC=1C=C(C=CC1SC)C=1SC=C(N1)C=1C=C2CCC(NC2=CC1)=O (2-(3-methoxy-4-methylthiophenyl)-4-(3,4-dihydrocarbostyril-6-yl)thiazole), methachloroperbenzoic acid, C([O-])([O-])=O.[Na+].[Na+] (sodium carbonate). Solvent: C(Cl)(Cl)Cl.C(C)O (chloroform ethanol). Conditions: time 1 hour. The product is COC=1C=C(C=CC1S(=O)C)C=1SC=C(N1)C=1C=C2CCC(NC2=CC1)=O (2-(3-methoxy-4-methylsulfinylphenyl)-4-(3,4-dihydrocarbostyril-6-yl)thiazole). RXN SMILES: [CH3:1][O:2][C:3]1[CH:4]=[C:5]([C:11]2[S:12][CH:13]=[C:14]([C:16]3[CH:17]=[C:18]4[C:23](=[CH:24][CH:25]=3)[NH:22][C:21](=[O:26])[CH2:20][CH2:19]4)[N:15]=2)[CH:6]=[CH:7][C:8]=1[S:9][CH3:10].C(=O)([O-])[O-:28].[Na+].[Na+]>C(Cl)(Cl)Cl.C(O)C>[CH3:1][O:2][C:3]1[CH:4]=[C:5]([C:11]2[S:12][CH:13]=[C:14]([C:16]3[CH:17]=[C:18]4[C:23](=[CH:24][CH:25]=3)[NH:22][C:21](=[O:26])[CH2:20][CH2:19]4)[N:15]=2)[CH:6]=[CH:7][C:8]=1[S:9]([CH3:10])=[O:28] |f:1.2.3,4.5|. Reported procedure: In 150 ml of chloroform-ethanol was suspended 3.40 g of 2-(3-methoxy-4-methylthiophenyl)-4-(3,4-dihydrocarbostyril-6-yl)thiazole. Thereto was added, in small portions, 1.97 g of methachloroperbenzoic acid (80%) under ice-cooling. The mixture was stirred for 1 hour. Then, the mixture was returned to room temperature and stirred overnight. Thereto was added an aqueous sodium carbonate solution. The mixture was extracted with chloroform three times. The combined extract was washed with a saturated ... The reactants are BrC=1C=C2CCC(NC2=CC1)=O (6-bromo-3,4-dihydro-1H-quinolin-2-one), CC(C)(C)[O-].[K+] (potassium tert-butylate), CI (methyl iodide). Solvent: CN(C)C=O (DMF), CN(C)C=O (DMF), Cl (HCl). Run at time 30 minute. The product is BrC=1C=C2CCC(N(C2=CC1)C)=O (6-bromo-1-methyl-3,4-dihydro-1H-quinolin-2-one). Isolated yield 78.0%. RXN SMILES: [Br:1][C:2]1[CH:3]=[C:4]2[C:9](=[CH:10][CH:11]=1)[NH:8][C:7](=[O:12])[CH2:6][CH2:5]2.[CH3:13]C([O-])(C)C.[K+].CI>CN(C=O)C.Cl>[Br:1][C:2]1[CH:3]=[C:4]2[C:9](=[CH:10][CH:11]=1)[N:8]([CH3:13])[C:7](=[O:12])[CH2:6][CH2:5]2 |f:1.2|. Reported procedure: To a solution of 6-bromo-3,4-dihydro-1H-quinolin-2-one (339 mg, 1.50 mmol) in 15 ml dry DMF was added potassium tert-butylate (336 mg, 3.0 mmol). After the mixture was stirred for 30 min at room temperature, a solution of methyl iodide (426 mg, 3.0 mmol) in 5 ml dry DMF was added. Following overnight stirring, the mixture was diluted with 100 ml 1 N HCl. Extraction with ethyl acetate (2×100 mL) followed by washing of the organic extracts with water and brine, drying over MgSO4 and removal of the... The reactants are CS(=O)(=O)OCCC1OCCc2cc(C(N)=O)ccc21, CC1CN(c2ccc3c4c(cccc24)C=C3)CCN1. The product is CC1CN(c2ccc3c4c(cccc24)C=C3)CCN1CCC1OCCc2cc(C(N)=O)ccc21. As a reaction SMILES: [CH3:20][S:21]([O:22][CH2:25][CH2:26][CH:27]1[O:28][CH2:29][CH2:30][c:31]2[c:32]1[cH:33][cH:34][c:35]([C:37](=[O:38])[NH2:39])[cH:36]2)(=[O:23])=[O:24].[CH:1]1=[CH:2][c:3]2[cH:4][cH:5][c:6]([N:13]3[CH2:14][CH:15]([CH3:19])[NH:16][CH2:17][CH2:18]3)[c:7]3[cH:8][cH:9][cH:10][c:11]1[c:12]23>>[CH:1]1=[CH:2][c:3]2[cH:4][cH:5][c:6]([N:13]3[CH2:14][CH:15]([CH3:19])[N:16]([CH2:25][CH2:26][CH:27]4[O:28][CH2:29][CH2:30][c:31]5[c:32]4[cH:33][cH:34][c:35]([C:37](=[O:38])[NH2:39])[cH:36]5)[CH2:17][CH2:18]3)[c:7]3[cH:8][cH:9][cH:10][c:11]1[c:12]23. Starting materials: CC1(CCC(NC1)=O)C (5,5-dimethyl-2-piperidone), P(Cl)(Cl)(Cl)(Cl)Cl (PCl5), C(Cl)(Cl)Cl (CHCl3), S(=O)(=O)(Cl)Cl (Sulfuryl chloride). Conditions: time 10 minute. The product is ClC1(C(NCC(C1)(C)C)=O)Cl (3,3-Dichloro-5,5-dimethyl-2-piperidone), solid. Isolated yield 88.8%. As a reaction SMILES: [CH3:1][C:2]1([CH3:9])[CH2:7][NH:6][C:5](=[O:8])C[CH2:3]1.P(Cl)(Cl)(Cl)(Cl)Cl.S(Cl)(Cl)(=O)=O.[CH:21]([Cl:24])(Cl)[Cl:22]>>[Cl:22][C:21]1([Cl:24])[CH2:1][C:2]([CH3:9])([CH3:3])[CH2:7][NH:6][C:5]1=[O:8]. Procedure: To a cold (0° C.) stirred solution of 5,5-dimethyl-2-piperidone (30.2 g, 0.24 mol) in 475 mL of CHCl3, PCl5 (57.1 g, 0.26 mol) was added at such a rate that the temperature never exceeded 7° C. After the addition was complete, stirring was continued for 10 min. Sulfuryl chloride (96.6 g, 0.72 mol) was slowly added and the mixture was heated under reflux for 1 h. The solution was concentrated under reduced pressure. The residue was cooled in ice and diluted with 250 mL of ice-water. The product w...